From a dataset of the Open Reaction Database (ORD), a public repository of structured organic reaction records. describe an organic reaction: reactants, conditions, products, and yield Starting materials: C12(CC3(CC(CC(C1)C3)C2)C(=O)O)C(=O)O (1,3-adamantanedicarboxylic acid), ON1C(C=2C(C1=O)=CC=CC2)=O (N-hydroxyphthalimide), C12(CC3(CC(CC(C1)C3)C2)C(=O)O)C(=O)O (1,3-adamantanedicarboxylic acid). The reagents and catalysts are [Co+2] (cobalt (II)). The solvent is C(C)(=O)O (acetic acid). Reaction conditions: temperature 80 celsius, time 24 hour. Yields the product OC12CC3(CC(CC(C1)C3)(C2)C(=O)O)C(=O)O (5-hydroxy-1,3-adamantanedicarboxylic acid). Yield: 52.5%. Reaction SMILES: [C:1]12([C:14]([OH:16])=[O:15])[CH2:10][CH:5]3[CH2:6][CH:7]([CH2:9][C:3]([C:11]([OH:13])=[O:12])([CH2:4]3)[CH2:2]1)[CH2:8]2.[OH:17]N1C(=O)C2=CC=CC=C2C1=O>[Co+2].C(O)(=O)C>[OH:17][C:5]12[CH2:4][C:3]3([C:11]([OH:13])=[O:12])[CH2:9][CH:7]([CH2:8][C:1]([C:14]([OH:16])=[O:15])([CH2:2]3)[CH2:10]1)[CH2:6]2. Procedure: A mixture of 1.92 mol of 1,3-adamantanedicarboxylic acid, 192 mmol of N-hydroxyphthalimide, 1.83 mmol of cobalt (II) acetylacetonato and 1290 ml of acetic acid was stirred at 80° C. under an oxygen atmosphere (1 atm) for 24 hours. The reaction mixture was concentrated and then separated by the addition of ethyl acetate and water. Sodium chloride was added to the aqueous layer and the layer was extracted with ethyl acetate; the organic layer was dried on anhydrous magnesium sulfate and was concen...